From a dataset of the Open Reaction Database (ORD), a public repository of structured organic reaction records. describe an organic reaction: reactants, conditions, products, and yield Starting materials: BrC=1C(=NC=C(C1)N1C(C2=CC=CC=C2C1=O)=O)\C=N/[S@@](=O)C(C)(C)C ((S,Z)—N-((3-bromo-5-(1,3-dioxoisoindolin-2-yl)pyridin-2-yl)methylene)-2-methylpropane-2-sulfinamide), BrC=1C(=NC(=CC1)Br)C=O (3,6-dibromopicolinaldehyde). Yields the product BrC=1C(=NC(=CC1)Br)\C=N/[S@@](=O)C(C)(C)C ((S,Z)—N-((3,6-dibromopyridin-2-yl)methylene)-2-methylpropane-2-sulfinamide). As a reaction SMILES: [Br:1][C:2]1[C:3](/[CH:19]=[N:20]\[S@:21]([C:23]([CH3:26])([CH3:25])[CH3:24])=[O:22])=[N:4][CH:5]=[C:6](N2C(=O)C3C(=CC=CC=3)C2=O)[CH:7]=1.[Br:27]C1C(C=O)=NC(Br)=CC=1>>[Br:1][C:2]1[C:3](/[CH:19]=[N:20]\[S@:21]([C:23]([CH3:26])([CH3:25])[CH3:24])=[O:22])=[N:4][C:5]([Br:27])=[CH:6][CH:7]=1. Procedure: The title compound (42C) was prepared according to the method presented for the synthesis of compound 30C of Example 30 utilizing 42B. MS (m/z) 368.86 [M+H]+ The solvent is C1CCOC1 (THF), hexanes. Reported procedure: Sodium hydride (930 mg, 23.3 mmol of 60% oil dispersion) was washed with hexanes under a nitrogen atmosphere and suspended in 100 mL of anhydrous THF. Thiomorpholin-3-one (1.0 g, 8.55 mmol) was added, followed immediately by 2-(4-methylpiperazin-1-yl)-benzaldehyde (1.58 g., 7.75 mmol). The reaction was then heated to reflux overnight, cooled to room temperature and concentrated in vacuo. The residue was dissolved in methylene chloride and washed with aqueous ammonium chloride (NH4Cl) and saturat... Reactants: N1C(CSCC1)=O (Thiomorpholin-3-one), [H-].[Na+] (Sodium hydride), CN1CCN(CC1)C1=C(C=O)C=CC=C1 (2-(4-methylpiperazin-1-yl)-benzaldehyde). Yields the product OC(C1C(NCCS1)=O)C1=C(C=CC=C1)N1CCN(CC1)C (2-{hydroxy-[2-(4-methylpiperazin-1-yl)phenyl]-methyl}-thiomorpholin-3-one). As a reaction SMILES: [H-].[Na+].[NH:3]1[CH2:8][CH2:7][S:6][CH2:5][C:4]1=[O:9].[CH3:10][N:11]1[CH2:16][CH2:15][N:14]([C:17]2[CH:24]=[CH:23][CH:22]=[CH:21][C:18]=2[CH:19]=[O:20])[CH2:13][CH2:12]1>C1COCC1>[OH:20][CH:19]([C:18]1[CH:21]=[CH:22][CH:23]=[CH:24][C:17]=1[N:14]1[CH2:13][CH2:12][N:11]([CH3:10])[CH2:16][CH2:15]1)[CH:5]1[S:6][CH2:7][CH2:8][NH:3][C:4]1=[O:9] |f:0.1|. The reactants are Cl (hydrochloric acid), C(#N)C(C(CC(=O)O)O)(C)C (4-cyano-3-hydroxy-4-methylpentanoic acid), C(C)(=O)OCC (Ethyl acetate). The solvent is C1CCOC1 (THF). Reaction conditions: time 3 hour. Yields the product C(#N)C(C(CCO)O)(C)C (4-cyano-4-methyl-3-hydroxy-1-pentanol). The yield is 62.0%. Reaction SMILES: [C:1]([C:3]([CH3:11])([CH3:10])[CH:4]([OH:9])[CH2:5][C:6](O)=[O:7])#[N:2].Cl.C(OCC)(=O)C>C1COCC1>[C:1]([C:3]([CH3:11])([CH3:10])[CH:4]([OH:9])[CH2:5][CH2:6][OH:7])#[N:2]. Procedure details: Optically active 4-cyano-3-hydroxy-4-methylpentanoic acid (1.5 g, 9.54 mmol) was dissolved in dry THF (5 mL) and a solution (38.175 mmol) of borane-THF complex was gradually added dropwise thereto at 0° C. After the completion of the dropwise addition, the mixture was stirred at room temperature for 3 hr and then 2N aqueous hydrochloric acid solution was added to neutralize the reaction mixture. Ethyl acetate (20 mL) was added thereto and the mixture was stirred vigorously. An organic layer was ...